Task: describe an organic reaction: reactants, conditions, products, and yield. Dataset: the Open Reaction Database (ORD), a public repository of structured organic reaction records Reactants: C(C)(C)(C)OO (t-butyl hydroperoxide), CC1(NC(CC(C1)OC(CCCCCCCCC(=O)OC1CC(NC(C1)(C)C)(C)C)=O)(C)C)C (bis(2,2,6,6-tetramethylpiperidin-4-yl)sebacate). Reagents/catalysts: [Mo](=O)(=O)=O (molybdenum trioxide). Solvent: CCCCCCCC (n-octane). Conditions: temperature 115 celsius, time 30 minute. Yields the product C(CCCCCCC)ON1C(CC(CC1(C)C)OC(CCCCCCCCC(=O)OC1CC(N(C(C1)(C)C)OCCCCCCCC)(C)C)=O)(C)C (Bis(1-octyloxy-2,2,6,6-tetramethylpiperidin-4-yl)sebacate). Isolated yield 160.5%. As a reaction SMILES: [C:1]([O:5]O)([CH3:4])(C)C.[CH3:7][C:8]1([CH3:40])[CH2:13][CH:12]([O:14][C:15](=[O:37])[CH2:16][CH2:17][CH2:18][CH2:19][CH2:20][CH2:21][CH2:22][CH2:23][C:24]([O:26][CH:27]2[CH2:32][C:31]([CH3:34])([CH3:33])[NH:30][C:29]([CH3:36])([CH3:35])[CH2:28]2)=[O:25])[CH2:11][C:10]([CH3:39])([CH3:38])[NH:9]1>[Mo](=O)(=O)=O.CCCCCCCC>[CH2:15]([O:14][N:30]1[C:29]([CH3:36])([CH3:35])[CH2:28][CH:27]([O:26][C:24](=[O:25])[CH2:23][CH2:22][CH2:21][CH2:20][CH2:19][CH2:18][CH2:17][CH2:16][C:15]([O:14][CH:12]2[CH2:13][C:8]([CH3:40])([CH3:7])[N:9]([O:5][CH2:1][CH2:4][CH2:8][CH2:13][CH2:12][CH2:11][CH2:10][CH3:38])[C:10]([CH3:39])([CH3:38])[CH2:11]2)=[O:37])[CH2:32][C:31]1([CH3:34])[CH3:33])[CH2:16][CH2:17][CH2:18][CH2:19][CH2:20][CH2:21][CH3:22]. Procedure details: 70% Aqueous t-butyl hydroperoxide (140 g, 1.09 mol) is added over a 6 hour period to a mixture of 75.4 g (0.157 mol) of bis(2,2,6,6-tetramethylpiperidin-4-yl)sebacate, 1.25 g (8.7 mmol) of molybdenum trioxide, and 570 ml of n-octane that has been heated to 115° C. under a nitrogen atmosphere. During the addition, the reaction is maintained at reflux. Water is collected in a Dean-Stark trap. Upon completion of the addition, the red reaction mixture is heated at reflux (95°-97° C.) for seven hours...